From a dataset of the Open Reaction Database (ORD), a public repository of structured organic reaction records. describe an organic reaction: reactants, conditions, products, and yield Reactants: OC(CCCC(=O)O)C (5-Hydroxy hexanoic acid), CO (methanol), S(O)(O)(=O)=O (sulfuric acid). Product: COC(CCCC(C)O)=O (methyl-5-hydroxyhexanoate). The yield is 78.0%. RXN SMILES: [OH:1][CH:2]([CH3:9])[CH2:3][CH2:4][CH2:5][C:6]([OH:8])=[O:7].S(=O)(=O)(O)O.[CH3:15]O>>[CH3:15][O:7][C:6](=[O:8])[CH2:5][CH2:4][CH2:3][CH:2]([OH:1])[CH3:9]. Procedure details: 5-Hydroxy hexanoic acid 3 (1 g, 7.69 mmoles) is dissolved in 30 mL of methanol, mixed with a catalytic amount of sulfuric acid and heated until the reaction is completed. Subsequently, the solvent is removed under vacuum and the residue distilled under the vacuum of an oil pump. 870 mg (6.00 mmoles) of methyl-5-hydroxyhexanoate 4 is obtained which represents a yield of 78%. Reactants: CCCC[N+](CCCC)(CCCC)CCCC, Cc1cc(C)nc(N2CCN(c3ccc([N+](=O)[O-])cc3CO)CC2)c1, Cc1ccccc1, ClCCCN1CCOCC1, [Na+], [OH-], O=S(=O)([O-])O. Yields the product Cc1cc(C)nc(N2CCN(c3ccc([N+](=O)[O-])cc3COCCCN3CCOCC3)CC2)c1. As a reaction SMILES: [CH2:43]([N+:44]([CH2:45][CH2:46][CH2:47][CH3:48])([CH2:49][CH2:50][CH2:51][CH3:52])[CH2:53][CH2:54][CH2:55][CH3:56])[CH2:57][CH2:58][CH3:59].[CH3:3][c:4]1[cH:5][c:6]([N:11]2[CH2:12][CH2:13][N:14]([c:17]3[c:18]([CH2:26][OH:27])[cH:19][c:20]([N+:23](=[O:24])[O-:25])[cH:21][cH:22]3)[CH2:15][CH2:16]2)[n:7][c:8]([CH3:10])[cH:9]1.[CH3:60][c:61]1[cH:62][cH:63][cH:64][cH:65][cH:66]1.[Cl:28][CH2:29][CH2:30][CH2:31][N:32]1[CH2:33][CH2:34][O:35][CH2:36][CH2:37]1.[Na+:2].[OH-:1].[S:38]([O-:39])([OH:40])(=[O:41])=[O:42]>>[CH3:3][c:4]1[cH:5][c:6]([N:11]2[CH2:12][CH2:13][N:14]([c:17]3[c:18]([CH2:26][O:27][CH2:29][CH2:30][CH2:31][N:32]4[CH2:33][CH2:34][O:35][CH2:36][CH2:37]4)[cH:19][c:20]([N+:23](=[O:24])[O-:25])[cH:21][cH:22]3)[CH2:15][CH2:16]2)[n:7][c:8]([CH3:10])[cH:9]1. Reactants: COC1=C(C=CC2=C1CCC(CC2)N2CCOCC2)N (1-methoxy-7-morpholin-4-yl-6,7,8,9-tetrahydro-5H-benzocyclohepten-2-ylamine), ClC1=NC=C(C(=N1)N[C@H]1[C@@H](CCCC1)NS(=O)(=O)C)Cl (N-[(1R,2R)-2-(2,5-dichloro-pyrimidin-4-ylamino)-cyclohexyl]-methanesulfonamide). Product: ClC=1C(=NC(=NC1)NC=1C=CC2=C(CCC(CC2)N2CCOCC2)C1OC)N[C@H]1[C@@H](CCCC1)NS(=O)(=O)C (N-{(1R,2R)-2-[5-Chloro-2-(1-methoxy-7-morpholin-4-yl-6,7,8,9-tetrahydro-5H-benzocyclohepten-2-ylamino)-pyrimidin-4-ylamino]-cyclohexyl}-methanesulfonamide). As a reaction SMILES: [CH3:1][O:2][C:3]1[C:8]2[CH2:9][CH2:10][CH:11]([N:14]3[CH2:19][CH2:18][O:17][CH2:16][CH2:15]3)[CH2:12][CH2:13][C:7]=2[CH:6]=[CH:5][C:4]=1[NH2:20].Cl[C:22]1[N:27]=[C:26]([NH:28][C@@H:29]2[CH2:34][CH2:33][CH2:32][CH2:31][C@H:30]2[NH:35][S:36]([CH3:39])(=[O:38])=[O:37])[C:25]([Cl:40])=[CH:24][N:23]=1>>[Cl:40][C:25]1[C:26]([NH:28][C@@H:29]2[CH2:34][CH2:33][CH2:32][CH2:31][C@H:30]2[NH:35][S:36]([CH3:39])(=[O:38])=[O:37])=[N:27][C:22]([NH:20][C:4]2[CH:5]=[CH:6][C:7]3[CH2:13][CH2:12][CH:11]([N:14]4[CH2:19][CH2:18][O:17][CH2:16][CH2:15]4)[CH2:10][CH2:9][C:8]=3[C:3]=2[O:2][CH3:1])=[N:23][CH:24]=1. Procedure details: The title compound was prepared from 1-methoxy-7-morpholin-4-yl-6,7,8,9-tetrahydro-5H-benzocyclohepten-2-ylamine and N-[(1R,2R)-2-(2,5-dichloro-pyrimidin-4-ylamino)-cyclohexyl]-methanesulfonamide in an analogous manner as Example 179 heating at 140° C. Product was isolated as a mixture of diastereomers (27 mg, 20%). LCMS (m/e) 579 (M+H); 1H NMR (400 MHz, CDCl3) δ 12.40 (s, 1H), 12.2 (s, 1H), 10.8 (s, 1H), 10.6 (s, 1H), 7.92 (s, 1H), 7.88 (s, 1H), 7.48 (d, 1H, J=7.32 Hz), 7.00 (m, 1H), 6.90 (m, 2... Yields the product CS(=O)(=O)c1ccc(C(CC2CCC(=NO)C2)C(=O)Nc2cnccn2)cc1Cl. Reactants: CO, CS(=O)(=O)c1ccc(C(CC2CCC(=O)C2)C(=O)Nc2cnccn2)cc1Cl, Cl, NO, c1ccncc1. As a reaction SMILES: [CH3:32][OH:33].[Cl:1][c:2]1[cH:3][c:4]([CH:12]([C:13](=[O:14])[NH:15][c:16]2[n:17][cH:18][cH:19][n:20][cH:21]2)[CH2:22][CH:23]2[CH2:24][C:25](=[O:28])[CH2:26][CH2:27]2)[cH:5][cH:6][c:7]1[S:8](=[O:9])(=[O:10])[CH3:11].[ClH:29].[NH2:30][OH:31].[cH:34]1[cH:35][cH:36][n:37][cH:38][cH:39]1>>[Cl:1][c:2]1[cH:3][c:4]([CH:12]([C:13](=[O:14])[NH:15][c:16]2[n:17][cH:18][cH:19][n:20][cH:21]2)[CH2:22][CH:23]2[CH2:24][C:25](=[N:30][OH:31])[CH2:26][CH2:27]2)[cH:5][cH:6][c:7]1[S:8](=[O:9])(=[O:10])[CH3:11]. The reactants are COCCN1CCC(c2ccc(C(=O)OC)cc2)CC1, COc1cc(CCc2cc(N)[nH]n2)cc(OC)c1, C[Al](C)C, Cc1ccccc1. Yields the product COCCN1CCC(c2ccc(C(=O)Nc3cc(CCc4cc(OC)cc(OC)c4)n[nH]3)cc2)CC1. Reaction SMILES: [CH3:1][O:2][CH2:3][CH2:4][N:5]1[CH2:6][CH2:7][CH:8]([c:11]2[cH:12][cH:13][c:14]([C:15]([O:17][CH3:16])=[O:18])[cH:19][cH:20]2)[CH2:9][CH2:10]1.[CH3:21][O:22][c:23]1[cH:24][c:25]([CH2:31][CH2:32][c:33]2[cH:34][c:35]([NH2:38])[nH:36][n:37]2)[cH:26][c:27]([O:29][CH3:30])[cH:28]1.[CH3:39][Al:40]([CH3:41])[CH3:42].[CH3:43][c:44]1[cH:45][cH:46][cH:47][cH:48][cH:49]1>>[CH3:1][O:2][CH2:3][CH2:4][N:5]1[CH2:6][CH2:7][CH:8]([c:11]2[cH:12][cH:13][c:14]([C:15](=[O:17])[NH:38][c:35]3[cH:34][c:33]([CH2:32][CH2:31][c:25]4[cH:24][c:23]([O:22][CH3:21])[cH:28][c:27]([O:29][CH3:30])[cH:26]4)[n:37][nH:36]3)[cH:19][cH:20]2)[CH2:9][CH2:10]1.